Dataset: the Open Reaction Database (ORD), a public repository of structured organic reaction records. Task: describe an organic reaction: reactants, conditions, products, and yield Reaction SMILES: [C:1]([C:3]1[CH:4]=[C:5]([CH:8]=[CH:9][C:10]=1[SH:11])[C:6]#[N:7])#[N:2].[Hg](C#N)C#N.[C:17]([O:20][C@@H:21]1[C@@H:26]([O:27][C:28](=[O:30])[CH3:29])[C@H:25]([O:31][C:32](=[O:34])[CH3:33])[CH2:24][S:23][C@@H:22]1Br)(=[O:19])[CH3:18]>>[C:17]([O:20][C@@H:21]1[C@@H:26]([O:27][C:28](=[O:30])[CH3:29])[C@H:25]([O:31][C:32](=[O:34])[CH3:33])[CH2:24][S:23][C@H:22]1[S:11][C:10]1[CH:9]=[CH:8][C:5]([C:6]#[N:7])=[CH:4][C:3]=1[C:1]#[N:2])(=[O:19])[CH3:18]. The product is C(C)(=O)O[C@H]1[C@H](SC2=C(C=C(C=C2)C#N)C#N)SC[C@H]([C@@H]1OC(C)=O)OC(C)=O (2,4-dicyanophenyl 2,3,4-tri-O-acetyl-1,5-dithio-β-D-xylopyranoside). Procedure details: If the procedure described in Preparation I is followed starting from 1.5 g (9.10-3 mol) of 3-cyano-4-mercaptobenzonitrile, 2.78 g (11.10-3 mol) of mercuric cyanide, Hg(CN)2, and 3.66 g (11.10-3 mol) of 2,3,4-tri-O-acetyl-5-thio-α-D-xylopyranosyl bromide, 1.65 g (yield: 40.5%) of the expected product are obtained. Yield: 40.5%. The reactants are C(#N)C=1C=C(C#N)C=CC1S (3-cyano-4-mercaptobenzonitrile), C(C)(=O)O[C@H]1[C@H](SC[C@H]([C@@H]1OC(C)=O)OC(C)=O)Br (2,3,4-tri-O-acetyl-5-thio-α-D-xylopyranosyl bromide), [Hg](C#N)C#N (Hg(CN)2), [Hg](C#N)C#N (Hg(CN)2). Reactants: Cc1c(Br)cccc1Br, O=C([O-])[O-], COC(=O)CCc1ccc(O)cc1C, CC(C)(C)C(=O)CC(=O)C(C)(C)C, CN1CCCC1=O, Cl[Cu], [Cs+], [Cs+]. Product: COC(=O)CCc1ccc(Oc2cccc(Br)c2C)cc1C. Reaction SMILES: [Br:15][c:16]1[c:17]([CH3:23])[c:18]([Br:22])[cH:19][cH:20][cH:21]1.[C:24](=[O:25])([O-:26])[O-:27].[CH3:1][O:2][C:3]([CH2:4][CH2:5][c:6]1[c:7]([CH3:13])[cH:8][c:9]([OH:12])[cH:10][cH:11]1)=[O:14].[CH3:30][C:31]([CH3:32])([C:33](=[O:34])[CH2:35][C:36](=[O:37])[C:38]([CH3:39])([CH3:40])[CH3:41])[CH3:42].[CH3:43][N:44]1[CH2:45][CH2:46][CH2:47][C:48]1=[O:49].[Cl:50][Cu:51].[Cs+:28].[Cs+:29]>>[CH3:1][O:2][C:3]([CH2:4][CH2:5][c:6]1[c:7]([CH3:13])[cH:8][c:9]([O:12][c:18]2[c:17]([CH3:23])[c:16]([Br:15])[cH:21][cH:20][cH:19]2)[cH:10][cH:11]1)=[O:14]. Reactants: 473.2, N1CCOCC1 (morpholine), (3-bromomethyl)-benzoate, ClC1=CC=C(C=C1)[C@H]1C[C@]12C(N(C1=CC=CC=C21)CC=2C=C(C(=O)O)C=CC2)=O ((1S,2R)-3-((2-(4-chlorophenyl)-2′-oxospiro[cyclopropane-1,3′-indoline]-1′-yl)methyl)benzoic acid). Product: ClC1=CC=C(C=C1)[C@H]1C[C@]12C(N(C1=CC=CC=C21)CC2=CC(=CC=C2)C(=O)N2CCOCC2)=O ((1S,2R)-2-(4-chlorophenyl)-1′-(3-(morpholine-4-carbonyl)benzyl)spiro[cyclopropane-1,3′-indolin]-2′-one). RXN SMILES: [NH:1]1[CH2:6][CH2:5][O:4][CH2:3][CH2:2]1.[Cl:7][C:8]1[CH:13]=[CH:12][C:11]([C@@H:14]2[C@:16]3([C:24]4[C:19](=[CH:20][CH:21]=[CH:22][CH:23]=4)[N:18]([CH2:25][C:26]4[CH:27]=[C:28]([CH:32]=[CH:33][CH:34]=4)[C:29](O)=[O:30])[C:17]3=[O:35])[CH2:15]2)=[CH:10][CH:9]=1>>[Cl:7][C:8]1[CH:13]=[CH:12][C:11]([C@@H:14]2[C@:16]3([C:24]4[C:19](=[CH:20][CH:21]=[CH:22][CH:23]=4)[N:18]([CH2:25][C:26]4[CH:34]=[CH:33][CH:32]=[C:28]([C:29]([N:1]5[CH2:6][CH2:5][O:4][CH2:3][CH2:2]5)=[O:30])[CH:27]=4)[C:17]3=[O:35])[CH2:15]2)=[CH:10][CH:9]=1. Reported procedure: The title compound was prepared in analogy to Example 60 starting from morpholine, (3-bromomethyl)-benzoate (commercially available) and (1R,2S) and (1S,2R)-3-((2-(4-chlorophenyl)-2′-oxospiro[cyclopropane-1,3′-indoline]-1′-yl)methyl)benzoic acid prepared as in Scheme 1. LC/MS m/e calcd. for C28H25ClN2O3: 472, observed (M+H)+: 473.2 1H NMR (400 MHz, MeOD-d4) δppm 2.15-2.27 (m, 2 H) 3.18-3.36 (m, 1 H) 3.47 (br. s., 4 H) 3.70 (br. s., 4 H) 5.11 (s, 2 H) 6.08 (d, J=7.58 Hz, 1 H) 6.71 (t, J=7.58 Hz, ... Starting materials: COC(=O)C=1C=CC2=C(N(N=N2)C)C1 (1-Methyl-1H-benzotriazole-6-carboxylic acid methyl ester), [OH-].[Na+] (NaOH). The product is CN1N=NC2=C1C=C(C=C2)C(=O)O (1-Methyl-1H-benzotriazole-6-carboxylic acid). Reaction SMILES: C[O:2][C:3]([C:5]1[CH:6]=[CH:7][C:8]2[N:12]=[N:11][N:10]([CH3:13])[C:9]=2[CH:14]=1)=[O:4].[OH-].[Na+]>>[CH3:13][N:10]1[C:9]2[CH:14]=[C:5]([C:3]([OH:4])=[O:2])[CH:6]=[CH:7][C:8]=2[N:12]=[N:11]1 |f:1.2|. Procedure: The methyl ester (a) is hydrolysed with NaOH, yielding the title compound. Reactants: CC(C)(C)OC(=O)NCC(=O)c1cc2ccccc2s1, CCOC(C)=O, Cl, C1COCCO1. The product is Cl, NCC(=O)c1cc2ccccc2s1. As a reaction SMILES: [C:1]([O:2][C:3](=[O:4])[NH:7][CH2:8][C:9](=[O:10])[c:11]1[cH:12][c:13]2[c:14]([s:15]1)[cH:16][cH:17][cH:18][cH:19]2)([CH3:5])([CH3:6])[CH3:20].[CH3:21][CH2:22][O:23][C:24]([CH3:25])=[O:26].[ClH:27].[O:28]1[CH2:29][CH2:30][O:31][CH2:32][CH2:33]1>>[ClH:27].[NH2:7][CH2:8][C:9](=[O:10])[c:11]1[cH:12][c:13]2[c:14]([s:15]1)[cH:16][cH:17][cH:18][cH:19]2. Reaction SMILES: [OH:1][C:2]1[C:3]([O:16][CH3:17])=[CH:4][C:5]2[O:10][C:9](=[O:11])[CH:8]=[C:7]([CH:12]([CH3:14])[CH3:13])[C:6]=2[CH:15]=1.Cl[CH2:19][CH2:20][CH2:21][N:22]1[CH2:27][CH2:26][CH:25]([C:28]2[CH:33]=[CH:32][CH:31]=[CH:30][CH:29]=2)[CH2:24][CH2:23]1.C([O-])(=O)/C=C/C([O-])=O>CC(OC)(C)C.CC(C)=O>[CH3:17][O:16][C:3]1[C:2]([O:1][CH2:19][CH2:20][CH2:21][N:22]2[CH2:23][CH2:24][CH:25]([C:28]3[CH:33]=[CH:32][CH:31]=[CH:30][CH:29]=3)[CH2:26][CH2:27]2)=[CH:15][C:6]2[C:7]([CH:12]([CH3:13])[CH3:14])=[CH:8][C:9](=[O:11])[O:10][C:5]=2[CH:4]=1. Reactants: OC=1C(=CC2=C(C(=CC(O2)=O)C(C)C)C1)OC (6-hydroxy-7-methoxy-4-(1-methylethyl)-2H-1-benzopyran-2-one), ClCCCN1CCC(CC1)C1=CC=CC=C1 (1-(3-chloropropyl)-4-phenyl-piperidine), C(\C=C\C(=O)[O-])(=O)[O-] (Fumarate). Procedure details: Method D (2.5 h at 85° C.); starting materials: 6-hydroxy-7-methoxy-4-(1-methylethyl)-2H-1-benzopyran-2-one (example 105) and 1-(3-chloropropyl)-4-phenyl-piperidine; yield 85%; fusion point 62°-65° C. (from TBME). Fumarate: method E; yield 65%; fusion point 155°-157° C. (from acetone, boiled out with TBME). Product: COC1=CC2=C(C(=CC(O2)=O)C(C)C)C=C1OCCCN1CCC(CC1)C1=CC=CC=C1 (7-methoxy-4-(1-methylethyl)-6-[3-(4-phenyl-1-piperidinyl)propoxy]-2H-1-benzopyran-2-one). The solvent is CC(C)(C)OC (TBME), CC(=O)C (acetone), CC(C)(C)OC (TBME). Yield: 85.0%. Starting materials: N1N=CN=C1 (1H-1,2,4-triazole), [O-]S(=O)(=O)C(F)(F)F.[Mg+2].[O-]S(=O)(=O)C(F)(F)F (magnesium triflate), C1(=CC=CC=C1)C1COC12OC2 (3-phenyl-1,5-dioxaspiro[3.2]hexane). Run in C1CCOC1 (THF), C1CCOC1 (THF), C1CCOC1 (THF). Run at temperature 0 celsius, time 2.5 hour. The product is OCC1(OCC1C1=CC=CC=C1)N1N=CN=C1 (2-Hydroxymethyl-3-phenyl-2-(1,2,4-triazol-1-yl)oxetane). Reaction SMILES: [O-]S(C(F)(F)F)(=O)=O.[Mg+2].[O-]S(C(F)(F)F)(=O)=O.[C:18]1([CH:24]2[C:27]3([CH2:29][O:28]3)[O:26][CH2:25]2)[CH:23]=[CH:22][CH:21]=[CH:20][CH:19]=1.[NH:30]1[CH:34]=[N:33][CH:32]=[N:31]1>C1COCC1>[OH:28][CH2:29][C:27]1([N:30]2[CH:34]=[N:33][CH:32]=[N:31]2)[CH:24]([C:18]2[CH:23]=[CH:22][CH:21]=[CH:20][CH:19]=2)[CH2:25][O:26]1 |f:0.1.2|. Procedure: A solution of magnesium triflate (0.40 g, 1.23 mmol) in dry THF (5 mL) was added to a stirred solution under N2 of 3-phenyl-1,5-dioxaspiro[3.2]hexane (0.20 g, 1.23 mmol) in dry THF (2 mL). The temperature was then lowered to 0° C., and a solution of 1H-1,2,4-triazole (0.22 g, 1.48 mmol) in dry THF (10 mL) was added dropwise. The reaction mixture was stirred at 0° C. for 2.5 hours, warmed to room temperature and stirred for an additional 3 hours. Then, the mixture was concentrated to provide a ye... Starting materials: CC(OCC)=O (EA), BrC1=CN(C(C2=C1OCC(N2)=O)=O)C (8-bromo-6-methyl-4H-pyrido[4,3-b][1,4]oxazine-3,5-dione), C1(CC1)COC1=C(C=C(C=C1)S(=O)(=O)CC)B1OC(C(O1)(C)C)(C)C (2-[2-(cyclopropylmethoxy)-5-ethylsulfonylphenyl]-4,4,5,5-tetramethyl-1,3,2-dioxaborolane). Solvent: CCCCCC (hexane). Yields the product C1(CC1)COC1=C(C=C(C=C1)S(=O)(=O)CC)C1=CN(C(C2=C1OCC(N2)=O)=O)C (8-[2-(cyclopropylmethoxy)-5-ethylsulfonylphenyl]-6-methyl-4H-pyrido[4,3-b][1,4]oxazine-3,5-dione). RXN SMILES: Br[C:2]1[C:7]2[O:8][CH2:9][C:10](=[O:12])[NH:11][C:6]=2[C:5](=[O:13])[N:4]([CH3:14])[CH:3]=1.[CH:15]1([CH2:18][O:19][C:20]2[CH:25]=[CH:24][C:23]([S:26]([CH2:29][CH3:30])(=[O:28])=[O:27])=[CH:22][C:21]=2B2OC(C)(C)C(C)(C)O2)[CH2:17][CH2:16]1.CC(=O)OCC>CCCCCC>[CH:15]1([CH2:18][O:19][C:20]2[CH:25]=[CH:24][C:23]([S:26]([CH2:29][CH3:30])(=[O:28])=[O:27])=[CH:22][C:21]=2[C:2]2[C:7]3[O:8][CH2:9][C:10](=[O:12])[NH:11][C:6]=3[C:5](=[O:13])[N:4]([CH3:14])[CH:3]=2)[CH2:16][CH2:17]1. Procedure: The title compound of step 2 was reacted with 2-[2-(cyclopropylmethoxy)-5-ethylsulfonylphenyl]-4,4,5,5-tetramethyl-1,3,2-dioxaborolane in a manner similar to Example 224, step 5. Silica gel chromatography (40-100% EA in hexane over 8 min) gave the title compound. 1H NMR: (DMSO-d6, 400 MHz) δ ppm 0.27-0.33 (m, 2H) 0.51-0.57 (m, 2H) 1.11 (t, J=7.33 Hz, 3H) 1.14-1.22 (m, 1H, partially obscured) 3.22-3.28 (m, 2H) 3.51 (s, 3H) 3.96 (d, J=7.07 Hz, 2H) 4.54 (s, 2H) 7.27 (d, J=8.84 Hz, 1H) 7.52 (s, 1H) ... The reactants are FC(CI)(F)F (1,1,1-Trifluoro-2-iodoethane), C([O-])([O-])=O.[K+].[K+] (potassium carbonate), C1CCC12ON=C(C2)C2=C(C1=C(N=C2)NN=C1)NC1CCOCC1 (5-(5-oxa-6-azaspiro[3.4]oct-6-en-7-yl)-N-(tetrahydro-2H-pyran-4-yl)-1H-pyrazolo[3,4-b]pyridin-4-amine). Solvent: CN(C=O)C (dimethylformamide), O (water). Conditions: temperature 80 celsius. The product is C1CCC12ON=C(C2)C2=C(C1=C(N=C2)N(N=C1)CC(F)(F)F)NC1CCOCC1 (5-(5-oxa-6-azaspiro[3.4]oct-6-en-7-yl)-N-(tetrahydro-2H-pyran-4-yl)-1-(2,2,2-trifluoro ethyl)-1H-pyrazolo[3,4-b]pyridin-4-amine). Reaction SMILES: [F:1][C:2]([F:6])([F:5])[CH2:3]I.C(=O)([O-])[O-].[K+].[K+].[CH2:13]1[C:16]2([CH2:20][C:19]([C:21]3[CH:26]=[N:25][C:24]4[NH:27][N:28]=[CH:29][C:23]=4[C:22]=3[NH:30][CH:31]3[CH2:36][CH2:35][O:34][CH2:33][CH2:32]3)=[N:18][O:17]2)[CH2:15][CH2:14]1>CN(C)C=O.O>[CH2:15]1[C:16]2([CH2:20][C:19]([C:21]3[CH:26]=[N:25][C:24]4[N:27]([CH2:3][C:2]([F:6])([F:5])[F:1])[N:28]=[CH:29][C:23]=4[C:22]=3[NH:30][CH:31]3[CH2:32][CH2:33][O:34][CH2:35][CH2:36]3)=[N:18][O:17]2)[CH2:13][CH2:14]1 |f:1.2.3|. Procedure: 1,1,1-Trifluoro-2-iodoethane (0.07 gm, 0.33 mmol) and potassium carbonate (0.125 gm, 0.9 mmol) were added to the solution of 5-(5-oxa-6-azaspiro[3.4]oct-6-en-7-yl)-N-(tetrahydro-2H-pyran-4-yl)-1H-pyrazolo[3,4-b]pyridin-4-amine (0.1 gm, 0.3 mmol) (example 29) in dimethylformamide and the reaction mixture was heated at 80° C. for about 3 hours. It was diluted with water and extracted with ethyl acetate. The organic layer was washed with brine, dried over anhydrous sodium sulphate and concentrated ...